The task is: describe an organic reaction: reactants, conditions, products, and yield. This data is from the Open Reaction Database (ORD), a public repository of structured organic reaction records. Starting materials: O (Water), ClCC1=CC=C(CO)C=C1 (4-(chloromethyl)benzyl alcohol), CN(C)S(F)(F)F (dimethylaminosulfur trifluoride), C(O)([O-])=O.[Na+] (sodium hydrogencarbonate). The solvent is ClCCl (dichloromethane). Reaction conditions: time 1 day. The product is ClCC1=CC=C(C=C1)CF (1-Chloromethyl-4-fluoromethylbenzene). RXN SMILES: [Cl:1][CH2:2][C:3]1[CH:10]=[CH:9][C:6]([CH2:7]O)=[CH:5][CH:4]=1.O.C(=O)([O-])O.[Na+].CN(S(F)(F)[F:21])C>ClCCl>[Cl:1][CH2:2][C:3]1[CH:10]=[CH:9][C:6]([CH2:7][F:21])=[CH:5][CH:4]=1 |f:2.3|. Procedure: After dissolving 4-(chloromethyl)benzyl alcohol (5.00 g) in dichloromethane (90 ml), dimethylaminosulfur trifluoride (8.28 ml) was added at room temperature and the mixture was stirred for one day. Water was added to the reaction mixture, and then a saturated aqueous solution of sodium hydrogencarbonate was added and extraction was performed with ethyl acetate. The organic layer was washed with brine and dried over anhydrous magnesium sulfate. After filtration, the solvent was distilled off unde... The reactants are CCN(C(C)C)C(C)C (DIPEA), Cl.C(C)ON (O-ethylhydroxylamine hydrochloride), IC1=CC(=C(C=C1)NC1=C(C(=O)O)C=CN=C1)C (3-[(4-Iodo-2-methylphenyl)amino]isonicotinic acid). The solvent is CN(C)C=O (DMF). Reaction conditions: time 4 hour. The product is C(C)ONC(C1=C(C=NC=C1)NC1=C(C=C(C=C1)I)C)=O (N-Ethoxy-3-[(4-iodo-2-methylphenyl)amino]isonicotinamide). Yield: 53.0%. Reaction SMILES: [I:1][C:2]1[CH:7]=[CH:6][C:5]([NH:8][C:9]2[CH:17]=[N:16][CH:15]=[CH:14][C:10]=2[C:11]([OH:13])=O)=[C:4]([CH3:18])[CH:3]=1.CCN(C(C)C)C(C)C.Cl.[CH2:29]([O:31][NH2:32])[CH3:30]>CN(C=O)C>[CH2:29]([O:31][NH:32][C:11](=[O:13])[C:10]1[CH:14]=[CH:15][N:16]=[CH:17][C:9]=1[NH:8][C:5]1[CH:6]=[CH:7][C:2]([I:1])=[CH:3][C:4]=1[CH3:18])[CH3:30] |f:2.3|. Procedure details: 3-[(4-iodo-2-methylphenyl)amino]isonicotinic acid 2c (60 mg, 0.17 mmol) was dissolved in 6 ml dry DMF followed by the addition of DIPEA (0.20 mmol, 37 μl), ByBOP (0.20 mmol, 107 mg) and O-ethylhydroxylamine hydrochloride (0.34 mmol, 34 mg). The mixture was stirred for 4 h and the volatiles were removed in vacuo. The crude material was purified by preparative reversed phase HPLC to give 36 mg (91 μmol; 53% yield) of pure desired product. The reactants are C1CCOC1, COc1ccc(CSc2cc(NC(=S)NC(=O)c3ccccc3)ncc2Br)cc1, [Na+], [OH-]. Product: COc1ccc(CSc2cc(NC(N)=S)ncc2Br)cc1. Reaction SMILES: [CH2:32]1[O:33][CH2:34][CH2:35][CH2:36]1.[CH3:1][O:2][c:3]1[cH:4][cH:5][c:6]([CH2:7][S:8][c:9]2[cH:10][c:11]([NH:16][C:17](=[S:18])[NH:19][C:20](=[O:21])[c:22]3[cH:23][cH:24][cH:25][cH:26][cH:27]3)[n:12][cH:13][c:14]2[Br:15])[cH:28][cH:29]1.[Na+:31].[OH-:30]>>[CH3:1][O:2][c:3]1[cH:4][cH:5][c:6]([CH2:7][S:8][c:9]2[cH:10][c:11]([NH:16][C:17](=[S:18])[NH2:19])[n:12][cH:13][c:14]2[Br:15])[cH:28][cH:29]1. Reactants: Cl.NO (hydroxylamine hydrochloride), C(C)(=O)[O-].[Na+] (sodium acetate), C(C)(=O)C1=NC=CC(=N1)OCC(F)(F)F (2-Acetyl-4-(2,2,2-trifluoroethoxy)-pyrimidine). The solvent is C(C)O (ethanol), O (water), O (water). Yields the product C(C)(C1=NC=CC(=N1)OCC(F)(F)F)=NO (2-acetyl-4-(2,2,2-trifluoroethoxy)-pyrimidine oxime). Isolated yield 69.7%. RXN SMILES: [C:1]([C:4]1[N:9]=[C:8]([O:10][CH2:11][C:12]([F:15])([F:14])[F:13])[CH:7]=[CH:6][N:5]=1)(=O)[CH3:2].Cl.[NH2:17][OH:18].C([O-])(=O)C.[Na+]>C(O)C.O>[C:1](=[N:17][OH:18])([C:4]1[N:9]=[C:8]([O:10][CH2:11][C:12]([F:15])([F:14])[F:13])[CH:7]=[CH:6][N:5]=1)[CH3:2] |f:1.2,3.4|. Reported procedure: 2-Acetyl-4-(2,2,2-trifluoroethoxy)-pyrimidine (0.47 g) was dissolved in a mixture of ethanol (10 ml) and water (5 ml) and heated to 40° C. for 1 hour with hydroxylamine hydrochloride (0.16 g) and sodium acetate (0.43 g). The reaction mixture was poured into water and extracted with ethyl acetate (3×50 ml). The combined extracts were dried and concentrated. The residue was washed with hexane to give 2-acetyl-4-(2,2,2-trifluoroethoxy)-pyrimidine oxime (0.35 g, 70% yield) as a white solid, m.p. 179...